Dataset: the Open Reaction Database (ORD), a public repository of structured organic reaction records. Task: describe an organic reaction: reactants, conditions, products, and yield Reactants: FC(C(=O)O)(F)F.C1(CC1)NC(=O)NC1=CC=C(C=C1)C=1N=C(C2=C(N1)CNCC2)N2[C@H](COCC2)C ((S)-1-cyclopropyl-3-(4-(4-(3-methylmorpholino)-5,6,7,8-tetrahydropyrido[3,4-d]pyrimidin-2-yl)phenyl)urea 2,2,2-trifluoroacetate), CCN(C(C)C)C(C)C (iPr2NEt), C1(CC1)C(=O)Cl (cyclopropane carbonyl chloride). The solvent is C(Cl)Cl (DCM). Reaction conditions: time 16 hour. Product: C1(CC1)C(=O)N1CC=2N=C(N=C(C2CC1)N1[C@H](COCC1)C)C1=CC=C(C=C1)NC(=O)NC1CC1 ((S)-1-(4-(7-(cyclopropanecarbonyl)-4-(3-methylmorpholino)-5,6,7,8-tetrahydropyrido[3,4-d]pyrimidin-2-yl)phenyl)-3-cyclopropylurea). The yield is 57.7%. As a reaction SMILES: FC(F)(F)C(O)=O.[CH:8]1([NH:11][C:12]([NH:14][C:15]2[CH:20]=[CH:19][C:18]([C:21]3[N:22]=[C:23]([N:31]4[CH2:36][CH2:35][O:34][CH2:33][C@@H:32]4[CH3:37])[C:24]4[CH2:30][CH2:29][NH:28][CH2:27][C:25]=4[N:26]=3)=[CH:17][CH:16]=2)=[O:13])[CH2:10][CH2:9]1.CCN(C(C)C)C(C)C.[CH:47]1([C:50](Cl)=[O:51])[CH2:49][CH2:48]1>C(Cl)Cl>[CH:47]1([C:50]([N:28]2[CH2:29][CH2:30][C:24]3[C:23]([N:31]4[CH2:36][CH2:35][O:34][CH2:33][C@@H:32]4[CH3:37])=[N:22][C:21]([C:18]4[CH:17]=[CH:16][C:15]([NH:14][C:12]([NH:11][CH:8]5[CH2:9][CH2:10]5)=[O:13])=[CH:20][CH:19]=4)=[N:26][C:25]=3[CH2:27]2)=[O:51])[CH2:49][CH2:48]1 |f:0.1|. Reported procedure: To a stirred solution of (S)-1-cyclopropyl-3-(4-(4-(3-methylmorpholino)-5,6,7,8-tetrahydropyrido[3,4-d]pyrimidin-2-yl)phenyl)urea 2,2,2-trifluoroacetate (106 mg, 0.26 mmol) in DCM was added iPr2NEt (91 uL, 0.52 mmol) and cyclopropane carbonyl chloride (26 uL, 0.29 mmol). The reaction mixture was stirred at room temperature for 16 h. The reaction mixture was concentrated and triturated from Et2O:MeOH (10:1) to give a white solid (69 mg, 0.15 mmol, 58% yield).